Dataset: the Open Reaction Database (ORD), a public repository of structured organic reaction records. Task: describe an organic reaction: reactants, conditions, products, and yield The reactants are [OH-].[Na+] (sodium hydroxide), O (water), CC(=O)C (acetone), FC1=C(C=O)C=C(C=C1)F (2,5-difluorobenzaldehyde), CC(=O)C (acetone). Reaction conditions: time 30 minute. The product is FC1=C(C=C(C=C1)F)C=CC(C)=O (4-(2,5-difluorophenyl)-3-buten-2-one). Reaction SMILES: [OH-].[Na+].O.[F:4][C:5]1[CH:12]=[CH:11][C:10]([F:13])=[CH:9][C:6]=1[CH:7]=O.[CH3:14][C:15]([CH3:17])=[O:16]>>[F:4][C:5]1[CH:12]=[CH:11][C:10]([F:13])=[CH:9][C:6]=1[CH:7]=[CH:14][C:15](=[O:16])[CH3:17] |f:0.1|. Procedure details: A mixture of acetone (45 ml), sodium hydroxide (3.1 g) and water (230 ml) was combined at room temperature with a solution of 2,5-difluorobenzaldehyde (10.0 g) in acetone (10 ml) and stirred at the same temperature for 30 minutes. Acetone was distilled off under reduced pressure and extracted with ethyl acetate. The organic layer was washed successively with water and saturated brine and concentrated under reduced pressure to obtain 4-(2,5-difluorophenyl)-3-buten-2-one (13.8 g). Starting materials: ClC(Cl)Cl, O=C(Cl)c1cc(Cl)nc2ccccc12, NC1CCN(C2CCCCC2)C1. Product: O=C(NC1CCN(C2CCCCC2)C1)c1cc(Cl)nc2ccccc12. Reaction SMILES: [CH:27]([Cl:28])([Cl:29])[Cl:30].[Cl:13][c:14]1[n:15][c:16]2[cH:17][cH:18][cH:19][cH:20][c:21]2[c:22]([C:24](=[O:25])[Cl:26])[cH:23]1.[NH2:1][CH:2]1[CH2:3][N:4]([CH:7]2[CH2:8][CH2:9][CH2:10][CH2:11][CH2:12]2)[CH2:5][CH2:6]1>>[NH:1]([CH:2]1[CH2:3][N:4]([CH:7]2[CH2:8][CH2:9][CH2:10][CH2:11][CH2:12]2)[CH2:5][CH2:6]1)[C:24]([c:22]1[c:21]2[c:16]([n:15][c:14]([Cl:13])[cH:23]1)[cH:17][cH:18][cH:19][cH:20]2)=[O:25]. The reactants are BrC1=CC=C(C=C1)I (4-bromoiodobenzene), C(C)OC(C(F)(F)Br)=O (bromodifluoroacetic acid ethyl ester), C(C)OC(C(F)(F)Br)=O (bromodifluoroacetic acid ethyl ester). The reagents and catalysts are [Cu] (copper). Solvent: CS(=O)C (DMSO). Run at temperature 55 celsius, time 24 hour. Yields the product C(C)OC(C(F)(F)C1=CC=C(C=C1)Br)=O (2-(4-bromophenyl)-2,2-difluoroacetic acid ethyl ester). As a reaction SMILES: [Br:1][C:2]1[CH:7]=[CH:6][C:5](I)=[CH:4][CH:3]=1.[CH2:9]([O:11][C:12](=[O:17])[C:13](Br)([F:15])[F:14])[CH3:10]>[Cu].CS(C)=O>[CH2:9]([O:11][C:12](=[O:17])[C:13]([C:5]1[CH:6]=[CH:7][C:2]([Br:1])=[CH:3][CH:4]=1)([F:15])[F:14])[CH3:10]. Procedure: According to the Kumadaki method (supra) and the above-described scheme, 4-bromoiodobenzene (848.7 mg, 3.0 mmol), bromodifluoroacetic acid ethyl ester (Compound 1f; 608.9 mg, 3.0 mmol), copper powder (381 mg, 6.0 mmol) and DMSO (6.0 mL) were put into a two-neck reaction tube, and the mixture was stirred under argon atmosphere at 55° C. for 24 hours. The reaction mixture was extracted with ethyl acetate and washed with water, and an organic layer was dried with anhydrous sodium sulfate. Ethyl ace... Reactants: CC(C)(C)NS(=O)(=O)c1cnc(Cl)s1, CCCC[Sn](CCCC)(CCCC)c1cn(-c2nc(-c3ccc(C(F)(F)F)cc3)cc(C(F)(F)F)n2)cn1, Cc1ccccc1, [F-], [K+], O. Yields the product CC(C)(C)NS(=O)(=O)c1cnc(-c2cn(-c3nc(-c4ccc(C(F)(F)F)cc4)cc(C(F)(F)F)n3)cn2)s1. Reaction SMILES: [C:39]([CH3:40])([CH3:41])([CH3:42])[NH:43][S:44](=[O:45])(=[O:46])[c:47]1[cH:48][n:49][c:50]([Cl:52])[s:51]1.[CH2:1]([Sn:2]([CH2:3][CH2:4][CH2:5][CH3:31])([c:6]1[n:7][cH:8][n:9](-[c:11]2[n:12][c:13](-[c:21]3[cH:22][cH:23][c:24]([C:27]([F:28])([F:29])[F:30])[cH:25][cH:26]3)[cH:14][c:15]([C:17]([F:18])([F:19])[F:20])[n:16]2)[cH:10]1)[CH2:32][CH2:33][CH2:34][CH3:35])[CH2:36][CH2:37][CH3:38].[CH3:56][c:57]1[cH:58][cH:59][cH:60][cH:61][cH:62]1.[F-:53].[K+:54].[OH2:55]>>[c:6]1(-[c:50]2[n:49][cH:48][c:47]([S:44]([NH:43][C:39]([CH3:40])([CH3:41])[CH3:42])(=[O:45])=[O:46])[s:51]2)[n:7][cH:8][n:9](-[c:11]2[n:12][c:13](-[c:21]3[cH:22][cH:23][c:24]([C:27]([F:28])([F:29])[F:30])[cH:25][cH:26]3)[cH:14][c:15]([C:17]([F:18])([F:19])[F:20])[n:16]2)[cH:10]1. Starting materials: BrC1=C(C=C(C=C1)O)Cl (4-bromo-3-chlorophenol), C1(=CC=CC=C1)B(O)O (phenylboronic acid), TEA, cupric acetate. Run in C(Cl)Cl (DCM). Conditions: time 24 hour. The product is BrC1=C(C=C(C=C1)OC1=CC=CC=C1)Cl (1-Bromo-2-chloro-4-phenoxybenzene). RXN SMILES: [Br:1][C:2]1[CH:7]=[CH:6][C:5]([OH:8])=[CH:4][C:3]=1[Cl:9].[C:10]1(B(O)O)[CH:15]=[CH:14][CH:13]=[CH:12][CH:11]=1>C(Cl)Cl>[Br:1][C:2]1[CH:7]=[CH:6][C:5]([O:8][C:10]2[CH:15]=[CH:14][CH:13]=[CH:12][CH:11]=2)=[CH:4][C:3]=1[Cl:9]. Procedure details: 4-bromo-3-chlorophenol (2.0 g, 0.0096 mol), phenylboronic acid (3.5 g, 0.029 mol), TEA (8.1 mL, 0.058 mol), cupric acetate (3.2 g, 0.017 mol) and DCM (40 mL) were added to a 100 mL oven dried flask and the reaction was stirred at rt for 24 h. Reaction mixture was then filtered through celite. The filtrate was concentrated in vacuo to give a residue which was purified by silica gel chromatography, eluting with 5% EtOAc in hexane. 1H NMR (400 MHz, CDCl3): δ=6.74 (dd, J=8.84, 2.78 Hz, 1H), 6.94-7.0...